This data is from the Open Reaction Database (ORD), a public repository of structured organic reaction records. The task is: describe an organic reaction: reactants, conditions, products, and yield Reactants: C(C)(C)(C)OC(=O)[C@H]1N(C(SC1)C1C2C=CC(C1)C2)C(CNC(NC=2C=C(C=CC2)CC(=O)OC)=O)=O (methyl (4R)-3-[3-{2-[4-tert-butoxycarbonyl-2-[(2RS)-5-norbornen-2-yl]-3-thiazolidinyl]-2-oxoethyl}ureido]phenylacetate), [OH-].[K+] (potassium hydroxide). Product: C(C)(C)(C)OC(=O)[C@H]1N(C(SC1)C1C2C=CC(C1)C2)C(CNC(NC=2C=C(C=CC2)CC(=O)O)=O)=O ((4R) -3- [3-{2-[4-tert-butoxycarbonyl-2-[(2RS) -5-norbornen-2-yl]-3-thiazolidinyl]-2-oxoethyl}ureido]-phenylacetic acid). Isolated yield 5.1%. Reaction SMILES: [C:1]([O:5][C:6]([C@@H:8]1[CH2:12][S:11][CH:10]([CH:13]2[CH2:18][CH:17]3[CH2:19][CH:14]2[CH:15]=[CH:16]3)[N:9]1[C:20](=[O:37])[CH2:21][NH:22][C:23](=[O:36])[NH:24][C:25]1[CH:26]=[C:27]([CH2:31][C:32]([O:34]C)=[O:33])[CH:28]=[CH:29][CH:30]=1)=[O:7])([CH3:4])([CH3:3])[CH3:2].[OH-].[K+]>>[C:1]([O:5][C:6]([C@@H:8]1[CH2:12][S:11][CH:10]([CH:13]2[CH2:18][CH:17]3[CH2:19][CH:14]2[CH:15]=[CH:16]3)[N:9]1[C:20](=[O:37])[CH2:21][NH:22][C:23](=[O:36])[NH:24][C:25]1[CH:26]=[C:27]([CH2:31][C:32]([OH:34])=[O:33])[CH:28]=[CH:29][CH:30]=1)=[O:7])([CH3:4])([CH3:2])[CH3:3] |f:1.2|. Procedure: The procedure is as in Example 4, but starting with 0.6 g of methyl (4R)-3-[3-{2-[4-tert-butoxycarbonyl-2-[(2RS)-5-norbornen-2-yl]-3-thiazolidinyl]-2-oxoethyl}ureido]phenylacetate (mixture of isomers C and D) and 0.074 g of potassium hydroxide. 0.03 g of (4R) -3- [3-{2-[4-tert-butoxycarbonyl-2-[(2RS) -5-norbornen-2-yl]-3-thiazolidinyl]-2-oxoethyl}ureido]-phenylacetic acid (mixture of isomers C and D) is thereby obtained in the form of an amorphous white product.